This data is from the Open Reaction Database (ORD), a public repository of structured organic reaction records. The task is: describe an organic reaction: reactants, conditions, products, and yield Reactants: CO, CC(=O)C=Cc1ccccc1, [H][H]. Product: CC(=O)CCc1ccccc1. As a reaction SMILES: [CH3:14][OH:15].[CH:1]([c:2]1[cH:3][cH:4][cH:5][cH:6][cH:7]1)=[CH:8][C:9]([CH3:10])=[O:11].[H:12][H:13]>>[CH2:1]([c:2]1[cH:3][cH:4][cH:5][cH:6][cH:7]1)[CH2:8][C:9]([CH3:10])=[O:11]. Starting materials: CC(C)(C)c1cc([N+](=O)[O-])c(C(=O)O)[nH]1, CC1(C)NCCNC1=O, CCN(C(C)C)C(C)C, ClCCl. Product: CC(C)(C)c1cc([N+](=O)[O-])c(C(=O)N2CCNC(=O)C2(C)C)[nH]1. RXN SMILES: [C:1]([CH3:2])([CH3:3])([CH3:4])[c:5]1[cH:6][c:7]([N+:13](=[O:14])[O-:15])[c:8]([C:10](=[O:11])[OH:12])[nH:9]1.[CH3:16][C:17]1([CH3:24])[C:18](=[O:23])[NH:19][CH2:20][CH2:21][NH:22]1.[CH:25]([N:26]([CH2:27][CH3:28])[CH:29]([CH3:30])[CH3:31])([CH3:32])[CH3:33].[Cl:34][CH2:35][Cl:36]>>[C:1]([CH3:2])([CH3:3])([CH3:4])[c:5]1[cH:6][c:7]([N+:13](=[O:14])[O-:15])[c:8]([C:10](=[O:12])[N:22]2[C:17]([CH3:16])([CH3:24])[C:18](=[O:23])[NH:19][CH2:20][CH2:21]2)[nH:9]1. Starting materials: FC(C(=O)NC=1SC=C(N1)C(C(=O)O)=NOC)(F)F (2-{2-(2,2,2-trifluoroacetamido)-4-thiazolyl}-2-methoxyiminoacetic acid), P(=O)(Cl)(Cl)Cl (phosphorus oxychloride), Cl.NC1[C@@H]2N(C(=C(CS2)OC)C(=O)O)C1=O (7-amino-3-methoxy-3-cephem-4-carboxylic acid hydrochloride), C[Si](C)(C)CC(=O)N (trimethylsilylacetamide), resultant mixture. Run in C(C)(=O)OCC (ethyl acetate), CN(C=O)C (dimethylformamide), C(C)(=O)OCC (ethyl acetate), O (water). Conditions: time 30 minute. Yields the product FC(C(=O)NC=1SC=C(N1)C(C(=O)NC1[C@@H]2N(C(=C(CS2)OC)C(=O)O)C1=O)=NOC)(F)F (7-[2-{ 2-(2,2,2-trifluoroacetamido)-4-thiazolyl}-2-methoxyiminoacetamido]-3-methoxy-3-cephem-4-carboxylic acid). Isolated yield 26.2%. As a reaction SMILES: [F:1][C:2]([F:19])([F:18])[C:3]([NH:5][C:6]1[S:7][CH:8]=[C:9]([C:11](=[N:15][O:16][CH3:17])[C:12]([OH:14])=O)[N:10]=1)=[O:4].P(Cl)(Cl)(Cl)=O.Cl.[NH2:26][CH:27]1[C:39](=[O:40])[N:29]2[C:30]([C:36]([OH:38])=[O:37])=[C:31]([O:34][CH3:35])[CH2:32][S:33][C@H:28]12.C[Si](CC(N)=O)(C)C>C(OCC)(=O)C.O.CN(C)C=O>[F:18][C:2]([F:1])([F:19])[C:3]([NH:5][C:6]1[S:7][CH:8]=[C:9]([C:11](=[N:15][O:16][CH3:17])[C:12]([NH:26][CH:27]2[C:39](=[O:40])[N:29]3[C:30]([C:36]([OH:38])=[O:37])=[C:31]([O:34][CH3:35])[CH2:32][S:33][C@H:28]23)=[O:14])[N:10]=1)=[O:4] |f:2.3|. Reported procedure: A mixture of 2-{2-(2,2,2-trifluoroacetamido)-4-thiazolyl}-2-methoxyiminoacetic acid (syn isomer, 0.8 g.), dimethylformamide (0.20 g.), phosphorus oxychloride (0.41 g.) and ethyl acetate (10 ml.) was stirred for 30 minutes under ice-cooling to prepare the activated acid solution in a similar manner to that of Example 2-(1). On the other hand, a solution of 7-amino-3-methoxy-3-cephem-4-carboxylic acid hydrochloride (0.6 g.) and trimethylsilylacetamide (3 g.) in ethyl acetate (15 ml.) was stirred a... Starting materials: C(C)(=O)[O-].[NH4+] (ammonium acetate), IC=1C=C2CC[C@@H](OC2=CC1)C(=O)O ((2R)-6-iodo-3,4-dihydro-2H-chromene-2-carboxylic Acid), O (water). Run in CN(C=O)C (N,N-dimethylformamide). Run at time 3 hour. Yields the product IC=1C=C2CC[C@@H](OC2=CC1)C(=O)N ((2R)-6-iodo-3,4-dihydro-2H-chromene-2-carboxamide). RXN SMILES: [I:1][C:2]1[CH:3]=[C:4]2[C:9](=[CH:10][CH:11]=1)[O:8][C@@H:7]([C:12]([OH:14])=O)[CH2:6][CH2:5]2.C([O-])(=O)C.[NH4+:19].O>CN(C)C=O>[I:1][C:2]1[CH:3]=[C:4]2[C:9](=[CH:10][CH:11]=1)[O:8][C@@H:7]([C:12]([NH2:19])=[O:14])[CH2:6][CH2:5]2 |f:1.2|. Procedure details: The crude carboxylic acid of Example 7 (30.4 g, 100 mmol) and CDl (19.5 g, 120 mmol) were stirred in N,N-dimethylformamide (300 mL) at room temperature for 2 hours to obtain a yellow solution. To this solution was then added ammonium acetate (23.1 g, 300 mmol). The resulting mixture was stirred for 3 hours. It was then cooled in an ice-water bath and water (400 mL) was then added dropwise to the reaction mixture to obtain a fine white precipitation which was stirred for 12 hours. The solid was c...